This data is from the Open Reaction Database (ORD), a public repository of structured organic reaction records. The task is: describe an organic reaction: reactants, conditions, products, and yield Starting materials: N1=CN=CC=C1.CS(=O)(=O)C=1N=C(C2=C(N1)OC=C2C2=CC=CC=C2)N2CCC(CC2)COCCN2CCCC2 (2-Methylsulphonyl-5-phenyl-4 [4-2-pyrrolidin-1-ylethoxymethyl-1-piperidyl]furo[2,3-d]-pyrimidine pyrimidine), [BH4-].[Na+] (sodium borohydride), [BH4-].[Na+] (sodium borohydride), [BH4-].[Na+] (sodium borohydride). Run in C(C)O (ethanol). Conditions: time 30 minute. The product is C1(=CC=CC=C1)C1=COC=2N=CN=C(C21)N2CCC(CC2)COCCN2CCCC2 (5-phenyl-4-[4-(2-pyrrolidin-1-ylethoxymethyl)-1-piperidyl]furo[2,3-d]pyrimidine). Isolated yield 86.7%. RXN SMILES: N1C=CC=NC=1.CS([C:11]1[N:12]=[C:13]([N:26]2[CH2:31][CH2:30][CH:29]([CH2:32][O:33][CH2:34][CH2:35][N:36]3[CH2:40][CH2:39][CH2:38][CH2:37]3)[CH2:28][CH2:27]2)[C:14]2[C:19]([C:20]3[CH:25]=[CH:24][CH:23]=[CH:22][CH:21]=3)=[CH:18][O:17][C:15]=2[N:16]=1)(=O)=O.[BH4-].[Na+]>C(O)C>[C:20]1([C:19]2[C:14]3[C:13]([N:26]4[CH2:31][CH2:30][CH:29]([CH2:32][O:33][CH2:34][CH2:35][N:36]5[CH2:37][CH2:38][CH2:39][CH2:40]5)[CH2:28][CH2:27]4)=[N:12][CH:11]=[N:16][C:15]=3[O:17][CH:18]=2)[CH:21]=[CH:22][CH:23]=[CH:24][CH:25]=1 |f:0.1,2.3|. Reported procedure: 2-Methylsulphonyl-5-phenyl-4 [4-2-pyrrolidin-1-ylethoxymethyl-1-piperidyl]furo[2,3-d]-pyrimidine pyrimidine (75 mg, 0.15 mmol) in ethanol (5.0 mL) was treated with sodium borohydride (15 mg, 0.38 mmol) at 20° C. with continuous stirring for 30 min. A further 30 mg of sodium borohydride was added and the reaction was stirred at 20° C. for a further 1 h. A further 60 mg of sodium borohydride was added and the reaction was stirred at 20° C. for a further 1 hr then concentrated in vacuum to a gum an... Reactants: Cl (hydrochloric acid), C(C)OCC(C)O (propylene glycol monoethyl ether), Cl (hydrochloric acid), C1(=CC=CC=C1)[Si](OC)(OC)OC (phenyltrimethoxysilane), C(C)O[Si](OCC)(OCC)OCC (tetraethoxysilane), C[Si](OCC)(OCC)OCC (methyltriethoxysilane), C(C)(=O)[O-].CO[Si](OC)(OC)CC[N+]1=CC=CC=C1 (trimethoxysilylethylpyridinium acetate). Solvent: O (water), CC(=O)C (acetone), CO (methanol), C(C)O (ethanol), CC(=O)C (acetone), CO (methanol). Yields the product C(C)(=O)[O-].[NH+]1=CC=CC=C1 (Pyridinium Acetate). RXN SMILES: C1([Si](OC)(OC)OC)C=CC=CC=1.C(O[Si](OCC)(OCC)OCC)C.C[Si](OCC)(OCC)OCC.[C:38]([O-:41])(=[O:40])[CH3:39].CO[Si](CC[N+:51]1[CH:56]=[CH:55][CH:54]=[CH:53][CH:52]=1)(OC)OC.Cl.C(OCC(O)C)C>O.CC(C)=O.CO.C(O)C>[C:38]([O-:41])(=[O:40])[CH3:39].[NH+:51]1[CH:56]=[CH:55][CH:54]=[CH:53][CH:52]=1 |f:3.4,11.12|. Procedure details: 4.93 g of phenyltrimethoxysilane, 72.52 g of tetraethoxysilane, 22.08 g of methyltriethoxysilane, 0.48 g of the 30% methanol solution of trimethoxysilylethylpyridinium acetate, and 150 g of acetone were charged into a 500 mL flask to be dissolved and the resultant mixed solution was warmed while stirring the mixed solution with a magnetic stirrer to reflux. Next, 33.15 g of 0.01 M hydrochloric acid was added to the mixed solution. The mixed solution was subjected to the reaction for 240 minutes ... Starting materials: ClC=1OC2=C(C1)C=C(C=C2)C(=C(C2=CC=C(C=C2)OCCCl)C2=CC=C(C=C2)O)CC (4-(2-(2-chlorobenzofuran-5-yl)-1-(4-(2-chloroethoxy)phenyl)but-1-enyl)phenol), C(C)NCC (diethylamine). Run in CO (MeOH). The product is ClC=1OC2=C(C1)C=C(C=C2)C(=C(C2=CC=C(C=C2)OCCN(CC)CC)C2=CC=C(C=C2)O)CC (4-(2-(2-Chlorobenzofuran-5-yl)-1-(4-(2-(diethylamino)ethoxy)phenyl)but-1-enyl)phenol). Yield: 81.0%. RXN SMILES: [Cl:1][C:2]1[O:3][C:4]2[CH:10]=[CH:9][C:8]([C:11]([CH2:30][CH3:31])=[C:12]([C:23]3[CH:28]=[CH:27][C:26]([OH:29])=[CH:25][CH:24]=3)[C:13]3[CH:18]=[CH:17][C:16]([O:19][CH2:20][CH2:21]Cl)=[CH:15][CH:14]=3)=[CH:7][C:5]=2[CH:6]=1.[CH2:32]([NH:34][CH2:35][CH3:36])[CH3:33]>CO>[Cl:1][C:2]1[O:3][C:4]2[CH:10]=[CH:9][C:8]([C:11]([CH2:30][CH3:31])=[C:12]([C:23]3[CH:28]=[CH:27][C:26]([OH:29])=[CH:25][CH:24]=3)[C:13]3[CH:14]=[CH:15][C:16]([O:19][CH2:20][CH2:21][N:34]([CH2:35][CH3:36])[CH2:32][CH3:33])=[CH:17][CH:18]=3)=[CH:7][C:5]=2[CH:6]=1. Procedure: According to the same procedure as example 1, step E described, 4-(2-(2-chlorobenzofuran-5-yl)-1-(4-(2-chloroethoxy)phenyl)but-1-enyl)phenol (70 mg, 1.0 eq, made by example 11, step D) was reacted with diethylamine (3 mL) in MeOH (8 mL) under reflux to give the desired product (61 mg, 81%, Z/E=1/1.25) as a brown solid. 1HNMR (400 MHz, CDCl3) δ 7.23 (s, 1H), 7.20 (d, J=8.4 Hz, 1H), 7.12 & 7.09 (d, J=8.8 Hz, 2H), 7.00 & 6.99 (d, J=8.4 Hz, 1H), 6.83 & 6.80 (d, J=8.8 Hz, 2H), 6.71 & 6.69 (d, J=8.4 H... Reactants: [H-].[H-].[H-].[H-].[Li+].[Al+3] (LiAlH4), C(Cl)Cl (CH2Cl2), C(C)(=O)NC=1C2=C(SC1C1=CC=CC=C1)C=CC=C2 (3-acetamido-2-phenyl-benzo(b)thiophene), [H-].[H-].[H-].[H-].[Li+].[Al+3] (LiAlH4), O (water). Run in O1CCOCC1 (dioxan). Conditions: time 1 hour. Yields the product C(C)NC=1C2=C(SC1C1=CC=CC=C1)C=CC=C2 (3-ethylamino-2-phenyl-benzo(b)thiophene). Reaction SMILES: [C:1]([NH:4][C:5]1[C:6]2[CH:19]=[CH:18][CH:17]=[CH:16][C:7]=2[S:8][C:9]=1[C:10]1[CH:15]=[CH:14][CH:13]=[CH:12][CH:11]=1)(=O)[CH3:2].[H-].[H-].[H-].[H-].[Li+].[Al+3].O.C(Cl)Cl>O1CCOCC1>[CH2:1]([NH:4][C:5]1[C:6]2[CH:19]=[CH:18][CH:17]=[CH:16][C:7]=2[S:8][C:9]=1[C:10]1[CH:15]=[CH:14][CH:13]=[CH:12][CH:11]=1)[CH3:2] |f:1.2.3.4.5.6|. Procedure details: 10.7 g (40 mmol) of 3-acetamido-2-phenyl-benzo(b)thiophene and 3.8 g (0.1 mol) of LiAlH4 in 200 milliliters of absolute dioxan is refluxed with stirring for 1 hour. The cooled reaction mixture is mixed with water to decompose the excess LiAlH4 and, after the addition of 300 milliliters of CH2Cl2, it is stirred for a further 15 minutes. After centrifuging with the addition of hyflo, the organic phase is dried over potassium carbonate and evaporated: 3-ethylamino-2-phenyl-benzo(b)thiophene in the ... Starting materials: C(C)N(CCN1C(C2=C(CCC1)NC(=C2C)C=O)=O)CC (5-(2-diethylamino-ethyl)-3-methyl-4-oxo-1,4,5,6,7,8-hexahydro-pyrrolo[3,2-c]azepine-2-carbaldehyde), BrC=1C=C2C(=NC1)NC(C2)=O (5-bromo-1,3-dihydro-pyrrolo[2,3-b]pyridin-2-one). The product is BrC=1C=C/2C(=NC1)NC(\C2=C/C2=C(C=1C(N(CCCC1N2)CCN(CC)CC)=O)C)=O ((Z)-2-(5-bromo-2-oxo-1,2-dihydro-pyrrolo[2,3-b]pyridin-3-ylidenemethyl)-5-(2-diethylamino-ethyl)-3-methyl-5,6,7,8-tetrahydro-1H-pyrrolo[3,2-c]azepin-4-one). Yield: 33.8%. RXN SMILES: [CH2:1]([N:3]([CH2:20][CH3:21])[CH2:4][CH2:5][N:6]1[CH2:12][CH2:11][CH2:10][C:9]2[NH:13][C:14]([CH:17]=O)=[C:15]([CH3:16])[C:8]=2[C:7]1=[O:19])[CH3:2].[Br:22][C:23]1[CH:24]=[C:25]2[CH2:31][C:30](=[O:32])[NH:29][C:26]2=[N:27][CH:28]=1>>[Br:22][C:23]1[CH:24]=[C:25]2[C:26]([NH:29][C:30](=[O:32])/[C:31]/2=[CH:17]\[C:14]2[NH:13][C:9]3[CH2:10][CH2:11][CH2:12][N:6]([CH2:5][CH2:4][N:3]([CH2:20][CH3:21])[CH2:1][CH3:2])[C:7](=[O:19])[C:8]=3[C:15]=2[CH3:16])=[N:27][CH:28]=1. Reported procedure: The title compound was prepared under the same conditions as described in step 10 of Example 1 with 5-(2-diethylamino-ethyl)-3-methyl-4-oxo-1,4,5,6,7,8-hexahydro-pyrrolo[3,2-c]azepine-2-carbaldehyde 1j obtained from step 9 of Example 1 and 5-bromo-1,3-dihydro-pyrrolo[2,3-b]pyridin-2-one as starting materials to obtain (Z)-2-(5-bromo-2-oxo-1,2-dihydro-pyrrolo[2,3-b]pyridin-3-ylidenemethyl)-5-(2-diethylamino-ethyl)-3-methyl-5,6,7,8-tetrahydro-1H-pyrrolo[3,2-c]azepin-4-one 14 (23 mg, yield 33.8%) a...